Dataset: the Open Reaction Database (ORD), a public repository of structured organic reaction records. Task: describe an organic reaction: reactants, conditions, products, and yield The reactants are NC1=C2C(=NC=N1)N(N=C2C2=CC(=C(C=C2)NC=2OC1=C(N2)C=CC=C1)F)[C@@H]1CC[C@@H](CC1)N1CCN(CC1)C (cis-N2-(4-{4-amino-1-[4-(4-methylpiperazino)cyclohexyl]-1H-pyrazolo[3,4-d]pyrimidin-3-yl}-2-fluorophenyl)-1,3-benzoxazol-2-amine), IC1=NN(C2=NC=NC(=C21)N)C2CN(CC2)CCOC (rac-3-iodo-1-[1-(2-methoxyethyl)tetrahydro-1H-3-pyrrolyl]-1H-pyrazolo[3,4-d]pyrimidin-4-amine), CC1(OB(OC1(C)C)C1=CC=C(C=C1)NC=1OC2=C(N1)C=C(C=C2)CC)C (N2-[4-(4,4,5,5-tetramethyl-1,3,2-dioxaborolan-2-yl)phenyl]-5-ethyl-1,3-benzoxazol-2-amine). The product is C(C)(=O)O.NC1=C2C(=NC=N1)N(N=C2C2=CC=C(C=C2)NC=2OC1=C(N2)C=C(C=C1)CC)C1CN(CC1)CCOC (rac-N2-(4-{4-Amino-1-[1-(2-methoxyethyl)tetrahydro-1H-3-pyrrolyl]-1H-pyrazolo[3,4-d]pyrimidin-3-yl}phenyl)-5-ethyl-1,3-benzoxazol-2-amine monoacetate), solid. The yield is 52.0%. Reaction SMILES: I[C:2]1[C:10]2[C:5](=[N:6][CH:7]=[N:8][C:9]=2[NH2:11])[N:4]([CH:12]2[CH2:16][CH2:15][N:14]([CH2:17][CH2:18][O:19][CH3:20])[CH2:13]2)[N:3]=1.CC1(C)C(C)(C)OB([C:29]2[CH:34]=[CH:33][C:32]([NH:35][C:36]3[O:37][C:38]4[CH:44]=[CH:43][C:42]([CH2:45][CH3:46])=[CH:41][C:39]=4[N:40]=3)=[CH:31][CH:30]=2)[O:23]1.NC1N=CN=C2N([C@H]3CC[C@@H](N4CCN(C)CC4)CC3)N=C(C3C=CC(NC4OC5C=CC=CC=5N=4)=C(F)C=3)C=12>>[C:18]([OH:19])(=[O:23])[CH3:17].[NH2:11][C:9]1[N:8]=[CH:7][N:6]=[C:5]2[N:4]([CH:12]3[CH2:16][CH2:15][N:14]([CH2:17][CH2:18][O:19][CH3:20])[CH2:13]3)[N:3]=[C:2]([C:29]3[CH:34]=[CH:33][C:32]([NH:35][C:36]4[O:37][C:38]5[CH:44]=[CH:43][C:42]([CH2:45][CH3:46])=[CH:41][C:39]=5[N:40]=4)=[CH:31][CH:30]=3)[C:10]=12 |f:3.4|. Reported procedure: rac-N2-(4-{4-Amino-1-[1-(2-methoxyethyl)tetrahydro-1H-3-pyrrolyl]-1H-pyrazolo[3,4-d]pyrimidin-3-yl}phenyl)-5-ethyl-1,3-benzoxazol-2-amine monoacetate was prepared from rac-3-iodo-1-[1-(2-methoxyethyl)tetrahydro-1H-3-pyrrolyl]-1H-pyrazolo[3,4-d]pyrimidin-4-amine (0.200 g, 0.319 mmol) and N2-[4-(4,4,5,5-tetramethyl-1,3,2-dioxaborolan-2-yl)phenyl]-5-ethyl-1,3-benzoxazol-2-amine (0.145 g, 0.399 mmol) in a manner similar to that used for the preparation of cis-N2-(4-{4-amino-1-[4-(4-methylpiperazino)... Reactants: COC=1C=C(C=C(C1)OC)C (3,5-dimethoxy toluene), COC1=CC=C(C(=O)Cl)C=C1 (4-methoxybenzoyl chloride). Solvent: O1CCCC1 (tetrahydrofuran), O1CCCC1 (tetrahydrofuran). Conditions: time 3 hour. The product is COC1=CC=C(C=C1)C(=O)C1=C(C=C(C=C1OC)C)OC (2,6-Dimethoxy-4-methylphenyl 4-methoxyphenyl ketone). Isolated yield 20.4%. As a reaction SMILES: [CH3:1][O:2][C:3]1[CH:4]=[C:5]([CH3:11])[CH:6]=[C:7]([O:9][CH3:10])[CH:8]=1.[CH3:12][O:13][C:14]1[CH:22]=[CH:21][C:17]([C:18](Cl)=[O:19])=[CH:16][CH:15]=1>O1CCCC1>[CH3:12][O:13][C:14]1[CH:22]=[CH:21][C:17]([C:18]([C:8]2[C:7]([O:9][CH3:10])=[CH:6][C:5]([CH3:11])=[CH:4][C:3]=2[O:2][CH3:1])=[O:19])=[CH:16][CH:15]=1. Procedure details: 3,5-Dimethoxy toluene (1.00 g) obtained in Example 44 was dissolved in anhydrous tetrahydrofuran (10 ml), commercially available 2.5 M n-butyllithium-hexane solution (2.90 ml) was added at -45° C. under nitrogen, and the admixture was stirred for 3 hours. Commercially available 4-methoxybenzoyl chloride (1.23 g) was dissolved in tetrahydrofuran (10 ml), and the resulting solution was added slowly to the admixture at -45° C. The reaction mixture was stirred at room temperature for 1 hour and then... Starting materials: C(C)OC(CN(CC1=CC=CC=C1)CC1=CC=CC=C1)=O (dibenzylamino-acetic acid ethyl ester), C(C)(C)[N-]C(C)C.[Li+] (lithium diisopropylamide), [Cl-].[NH4+] (ammonium chloride), C(C1=CC=CC=C1)OCCC=O (3-(Benzyloxy)propanal). Run in O1CCCC1 (tetrahydrofuran). Run at time 8 hour. Yields the product C(C)OC(C(C(CCOCC1=CC=CC=C1)O)N(CC1=CC=CC=C1)CC1=CC=CC=C1)=O (5-benzyloxy-2-dibenzylamino-3-hydroxy-pentanoic acid ethyl ester). Reaction SMILES: [CH2:1]([O:3][C:4](=[O:21])[CH2:5][N:6]([CH2:14][C:15]1[CH:20]=[CH:19][CH:18]=[CH:17][CH:16]=1)[CH2:7][C:8]1[CH:13]=[CH:12][CH:11]=[CH:10][CH:9]=1)[CH3:2].C([N-]C(C)C)(C)C.[Li+].[CH2:30]([O:37][CH2:38][CH2:39][CH:40]=[O:41])[C:31]1[CH:36]=[CH:35][CH:34]=[CH:33][CH:32]=1.[Cl-].[NH4+]>O1CCCC1>[CH2:1]([O:3][C:4](=[O:21])[CH:5]([N:6]([CH2:7][C:8]1[CH:9]=[CH:10][CH:11]=[CH:12][CH:13]=1)[CH2:14][C:15]1[CH:20]=[CH:19][CH:18]=[CH:17][CH:16]=1)[CH:40]([OH:41])[CH2:39][CH2:38][O:37][CH2:30][C:31]1[CH:36]=[CH:35][CH:34]=[CH:33][CH:32]=1)[CH3:2] |f:1.2,4.5|. Reported procedure: A solution of 42 g (148 mmol) dibenzylamino-acetic acid ethyl ester in 1 l tetrahydrofuran was stirred at −70° C. with 87 ml (77.6 mmol) lithium diisopropylamide (2M in tetrahydrofurane) for 60 minutes. 28.7 g (175 mmol) 3-(Benzyloxy)propanal were added and stirring was continued overnight. The mixture was allowed to warm to room temperature and 200 ml saturated aqueous ammonium chloride solution was added. Extraction with diethylether and chromatography on silicagel with ethylacetate/heptane 0:... The reactants are C(C)C(=O)C (methyl ethyl ketone), C(CC(O)(C(=O)O)CC(=O)O)(=O)O (citric acid), COC=1C=C2CCC(C(C2=CC1)C(C1=CC=C(C=C1)OCCN1CCCC1)=O)=O (6-methoxy-1-[4-(2-pyrrolidin-1-ylethoxy)benzoyl]-2-tetralone). Solvent: CC(=O)C (acetone). Conditions: temperature 0 celsius. Product: C1(=CC=CC=C1)C=1CCC2=CC(=CC=C2C1C(C1=CC=C(C=C1)OCCN1CCCC1)=O)OC (3-phenyl-4-[4-(2-pyrrolidin-1-ylethoxy)benzoyl]-7-methoxy-1,2-dihydronaphthalene), citrate salt. Reaction SMILES: [C:1](O)(=O)[CH2:2][C:3]([CH2:8][C:9](O)=O)(C(O)=O)O.[CH3:14][O:15][C:16]1[CH:17]=[C:18]2[C:23](=[CH:24][CH:25]=1)[CH:22]([C:26](=[O:41])[C:27]1[CH:32]=[CH:31][C:30]([O:33][CH2:34][CH2:35][N:36]3[CH2:40][CH2:39][CH2:38][CH2:37]3)=[CH:29][CH:28]=1)[C:21](=O)[CH2:20][CH2:19]2.[CH2:43](C(C)=O)C>CC(C)=O>[C:1]1([C:21]2[CH2:20][CH2:19][C:18]3[C:23]([C:22]=2[C:26](=[O:41])[C:27]2[CH:32]=[CH:31][C:30]([O:33][CH2:34][CH2:35][N:36]4[CH2:37][CH2:38][CH2:39][CH2:40]4)=[CH:29][CH:28]=2)=[CH:24][CH:25]=[C:16]([O:15][CH3:14])[CH:17]=3)[CH:2]=[CH:3][CH:8]=[CH:9][CH:43]=1. Reported procedure: The aqueous mixture was rendered alkaline by addition of base, and the alkaline mixture was extracted with ethyl acetate. The extract was dried and concentrated to obtain 8.7 grams of product which was dissolved in acetone, and one equivalent of citric acid was added to the mixture. The acetone was stripped off, and methyl ethyl ketone was added to the residue. The mixture was maintained at 0° C. overnight, and the crystals which formed were collected by filtration and washed with cold methyl et...